This data is from the Open Reaction Database (ORD), a public repository of structured organic reaction records. The task is: describe an organic reaction: reactants, conditions, products, and yield The reactants are C(C)(=O)N1C(CC(C2=C(C=C(C=C12)Cl)Cl)=O)C(=O)O (1-Acetyl-2-carboxy-5,7-dichloro-4-oxo-1,2,3,4-tetrahydroquinoline). Run in Cl (hydrochloric acid). Product: C(=O)(O)C1NC2=CC(=CC(=C2C(C1)=O)Cl)Cl (2-Carboxy-5,7-dichloro-4-oxo-1,2,3,4-tetrahydroquinoline). Yield: 95.8%. RXN SMILES: C([N:4]1[C:13]2[C:8](=[C:9]([Cl:15])[CH:10]=[C:11]([Cl:14])[CH:12]=2)[C:7](=[O:16])[CH2:6][CH:5]1[C:17]([OH:19])=[O:18])(=O)C>Cl>[C:17]([CH:5]1[CH2:6][C:7](=[O:16])[C:8]2[C:13](=[CH:12][C:11]([Cl:14])=[CH:10][C:9]=2[Cl:15])[NH:4]1)([OH:19])=[O:18]. Reported procedure: 1-Acetyl-2-carboxy-5,7-dichloro-4-oxo-1,2,3,4-tetrahydroquinoline (21.17 g) was suspended in 3N hydrochloric acid (500 ml) and heated at reflux overnight. After cooling, the aqueous solution was extracted with ethyl acetate (3×300 ml) and the combined organic layers were washed with brine (1×300 ml), dried (MgSO4), filtered and evaporated in vacuo to give the title compound as a yellow solid (17.45 g, m.p. 218°-219° C.); δ (360 MHz, DMSO) 2.73 (1H, dd, J=15.7 and 6.8 Hz, CHACHBHC), 2.92 (1H, dd,... Reactants: BrC1=CC=C(C=C1)C(F)(F)F (4-Bromobenzotrifluoride), C(C)OC(=O)C1CCNCC1 (piperidine-4-carboxylic acid ethyl ester), C1(=CC=CC=C1)P(C1=C(C2=CC=CC=C2C=C1)C1=C(C=CC2=CC=CC=C12)P(C1=CC=CC=C1)C1=CC=CC=C1)C1=CC=CC=C1 (2,2′-bis-(diphenylphosphino)-1,1′-binaphthalin), CC(C)([O-])C.[Na+] (sodium tert-butoxide). Reagents/catalysts: C=1C=CC(=CC1)/C=C/C(=O)/C=C/C2=CC=CC=C2.C=1C=CC(=CC1)/C=C/C(=O)/C=C/C2=CC=CC=C2.C=1C=CC(=CC1)/C=C/C(=O)/C=C/C2=CC=CC=C2.[Pd].[Pd] (tris-(dibenzylideneacetone)-dipalladium). Run in C1(=CC=CC=C1)C (toluene), ClCCl (dichloromethane), C(C)(=O)OCC (ethyl acetate). Product: C(C)OC(=O)C1CCN(CC1)C1=CC=C(C=C1)C(C)(C)C (1-(4-Tert-butyl-phenyl)-piperidine-4-carboxylic acid ethyl ester). The yield is 200.0%. RXN SMILES: Br[C:2]1C=CC(C(F)(F)F)=CC=1.[CH2:12]([O:14][C:15]([CH:17]1[CH2:22][CH2:21][NH:20][CH2:19][CH2:18]1)=[O:16])[CH3:13].C1(P(C2C=CC=CC=2)C2C=CC3C(=CC=CC=3)[C:31]=2[C:40]2[C:49]3[C:44](=[CH:45][CH:46]=[CH:47][CH:48]=3)C=C[C:41]=2P(C2C=CC=CC=2)C2C=CC=CC=2)C=CC=CC=1.CC(C)([O-])C.[Na+]>C1(C)C=CC=CC=1.C(OCC)(=O)C.C1C=CC(/C=C/C(/C=C/C2C=CC=CC=2)=O)=CC=1.C1C=CC(/C=C/C(/C=C/C2C=CC=CC=2)=O)=CC=1.C1C=CC(/C=C/C(/C=C/C2C=CC=CC=2)=O)=CC=1.[Pd].[Pd].ClCCl>[CH2:12]([O:14][C:15]([CH:17]1[CH2:22][CH2:21][N:20]([C:46]2[CH:47]=[CH:48][C:49]([C:40]([CH3:31])([CH3:41])[CH3:2])=[CH:44][CH:45]=2)[CH2:19][CH2:18]1)=[O:16])[CH3:13] |f:3.4,7.8.9.10.11|. Reported procedure: 4-Bromobenzotrifluoride (572 μL, 3.30 mmol), piperidine-4-carboxylic acid ethyl ester (985 μL, 6.00 mmol), tris-(dibenzylideneacetone)-dipalladium (62 mg, 0.07 mmol), 2,2′-bis-(diphenylphosphino)-1,1′-binaphthalin (121 mg, 0.19 mmol), and sodium tert-butoxide (576 mg, 6.0 mmol) were dissolved in toluene (5 mL). The resulting mixture was irradiated at 120° C. for 30 min in a microwave oven. The mixture was then cooled to room temperature and diluted with ethyl acetate (20 mL). This resulted in a ... Starting materials: C1=C(C=CC2=CC=CC=C12)C=O (2-naphthaldehyde), C1(CCCCC1)=O (cyclohexanone), [OH-].[Na+] (sodium hydroxide). The solvent is C(C)O (ethanol). Reaction conditions: time 12 hour. Product: C1C(C=CC2=CC=CC=C12)=C1C(C(CCC1)=C1CC2=CC=CC=C2C=C1)=O (2,6-Di(2-naphthylidene)cyclohexanone). RXN SMILES: [CH:1]1[C:10]2[C:5](=[CH:6][CH:7]=[CH:8][CH:9]=2)[CH:4]=[CH:3][C:2]=1[CH:11]=O.[C:13]1(=O)[CH2:18][CH2:17][CH2:16][CH2:15][CH2:14]1.[OH-:20].[Na+]>C(O)C>[CH2:14]1[C:15]2[C:16](=[CH:10][CH:1]=[CH:2][CH:3]=2)[CH:17]=[CH:18][C:13]1=[C:5]1[CH2:6][CH2:7][CH2:8][C:11](=[C:2]2[CH:3]=[CH:4][C:5]3[C:10](=[CH:9][CH:8]=[CH:7][CH:6]=3)[CH2:1]2)[C:4]1=[O:20] |f:2.3|. Reported procedure: (78) To a solution of the 2-naphthaldehyde (1.56 g, 10.0 mmol) and cyclohexanone (491 mg, 5.0 mmol) in 7.5 ml of ethanol was added 5 ml 40% sodium hydroxide at 0° C. After stirring for 12 hr at room temperature, the solution was filtered. The precipitate was recrystallized from ethyl acetate to afford 1.50 g (80.6%) of bright-yellow flakes: mp 179.4-180.6° C. (lit. mp 176° C., Kabli, et al., Indian J. Chem., Sect. B, 1986,25, 152-156). 1H NMR (250 MHz) δ 8.00-7.84 (m, 10H), 7.62-7.48 (m, 6H), 3....